This data is from the Open Reaction Database (ORD), a public repository of structured organic reaction records. The task is: describe an organic reaction: reactants, conditions, products, and yield Starting materials: CC(=O)O, [Fe], CC(C)(C)c1cc(NC(=O)Nc2ccc(Sc3ccncc3)cc2)n(-c2cccc([N+](=O)[O-])c2)n1. Product: CC(C)(C)c1cc(NC(=O)Nc2ccc(Sc3ccncc3)cc2)n(-c2cccc(N)c2)n1. Reaction SMILES: [CH3:36][C:37](=[O:38])[OH:39].[Fe:40].[N+:1]([O-:2])(=[O:3])[c:4]1[cH:5][c:6](-[n:10]2[n:11][c:12]([C:32]([CH3:33])([CH3:34])[CH3:35])[cH:13][c:14]2[NH:15][C:16](=[O:17])[NH:18][c:19]2[cH:20][cH:21][c:22]([S:25][c:26]3[cH:27][cH:28][n:29][cH:30][cH:31]3)[cH:23][cH:24]2)[cH:7][cH:8][cH:9]1>>[NH2:1][c:4]1[cH:5][c:6](-[n:10]2[n:11][c:12]([C:32]([CH3:33])([CH3:34])[CH3:35])[cH:13][c:14]2[NH:15][C:16](=[O:17])[NH:18][c:19]2[cH:20][cH:21][c:22]([S:25][c:26]3[cH:27][cH:28][n:29][cH:30][cH:31]3)[cH:23][cH:24]2)[cH:7][cH:8][cH:9]1. The reactants are CC1=NC=CC(=C1)COC(C)=O (Acetic acid 2-methyl-pyridin-4-ylmethyl ester), [OH-].[NH4+] (ammonium hydroxide). Run in CO (methanol). Reaction conditions: time 24 hour. Product: CC1=NC=CC(=C1)CO ((2-methyl-pyridin-4-yl)-methanol). Isolated yield 93.2%. Reaction SMILES: [CH3:1][C:2]1[CH:7]=[C:6]([CH2:8][O:9]C(=O)C)[CH:5]=[CH:4][N:3]=1.[OH-].[NH4+]>CO>[CH3:1][C:2]1[CH:7]=[C:6]([CH2:8][OH:9])[CH:5]=[CH:4][N:3]=1 |f:1.2|. Reported procedure: Acetic acid 2-methyl-pyridin-4-ylmethyl ester (5.1 g, 31 mmol) was stirred with ammonium hydroxide (10 ml) in methanol (25 ml) at room temperature. After 24 hr., the mixture was evaporated in vacuo and the residue was purified by silica gel column chromatography (eluent, EA) to afford 3.56 g (94%) of (2-methyl-pyridin-4-yl)-methanol as a pale yellow solid. m.p. 58-59° C. 1H NMR (200 MHz, CDCl3) δ 2.45 (3H, s), 4.66 (2H, s), 7.06 (1H, d, J=5.2 Hz), 7.14 (1H, s), 8.25 (1H, d, J=5.2 Hz). RXN SMILES: [OH:1][CH:2]1[C:7]2=[N:8][C:9]([CH3:16])=[C:10]([C:12]([O:14][CH3:15])=[O:13])[CH:11]=[C:6]2[CH2:5][CH2:4][CH2:3]1>ClCCl.C(OCC)(=O)C.[O-2].[O-2].[Mn+4]>[CH3:16][C:9]1[N:8]=[C:7]2[C:2](=[O:1])[CH2:3][CH2:4][CH2:5][C:6]2=[CH:11][C:10]=1[C:12]([O:14][CH3:15])=[O:13] |f:3.4.5|. The solvent is ClCCl (dichloromethane), C(C)(=O)OCC (ethyl acetate). The product is CC1=C(C=C2C(=N1)C(CCC2)=O)C(=O)OC (Methyl 2-methyl-8-oxo-5,6,7,8-tetrahydrocyclohexa[b]pyridine-3-carboxylate). Procedure: Methyl 8-hydroxy-2-methyl-5,6,7,8-tetrahydrocyclohexa[b]pyridine-3-carboxylate (3.95 g, 17.9 mmol) was dissolved in dichloromethane (80.0 ml), and the solution was mixed with activated manganese dioxide (23.29 g) and stirred at room temperature for 30 minutes. The reaction solution was diluted with ethyl acetate and then purified by a short column chromatography (ethyl acetate) and recrystallization (ethyl acetate-ether) to obtain the title compound (975.1 mg, 24.9%) as pale yellow needle crysta... Yield: 24.8%. Run at time 30 minute. The reagents and catalysts are [O-2].[O-2].[Mn+4] (manganese dioxide). The reactants are OC1CCCC=2C1=NC(=C(C2)C(=O)OC)C (Methyl 8-hydroxy-2-methyl-5,6,7,8-tetrahydrocyclohexa[b]pyridine-3-carboxylate). The reactants are COC=1C=C(C[C@H](N)C)C=CC1OC ((R)-3,4-dimethoxyamphetamine), O (water), methoxylated amphetamines, COC=1C=C(C[C@@H](N)C)C=CC1OC ((S)-3,4-dimethoxy-amphetamine). Run in C1=CC=CC=C1 (benzene). Yields the product C1(=CC=CC=C1)C(C)NC(C)CC1=CC(=C(C=C1)OC)OC (N-α-phenyl-ethyl-3,4-dimethoxy-amphetamine), hydrochloride salt. RXN SMILES: [CH3:1][O:2][C:3]1[CH:4]=[C:5]([CH:10]=[CH:11][C:12]=1[O:13][CH3:14])[CH2:6][C@H:7]([CH3:9])[NH2:8].CO[C:17]1[CH:18]=[C:19]([CH:24]=[CH:25][C:26]=1OC)[CH2:20][C@@H:21](C)N.O>C1C=CC=CC=1>[C:19]1([CH:20]([NH:8][CH:7]([CH2:6][C:5]2[CH:10]=[CH:11][C:12]([O:13][CH3:14])=[C:3]([O:2][CH3:1])[CH:4]=2)[CH3:9])[CH3:21])[CH:24]=[CH:25][CH:26]=[CH:17][CH:18]=1. Procedure: Said synthesis was developed by D. E. Nichols et al. ("J. Med. Chem.", 1973, 16, 480-48 and U.S. Pat. No. 4,000,197, of 12.28.1976) and was applied to the chiral synthesis of several methoxylated amphetamines, including (S)-3,4-dimethoxy-amphetamine, which is an enantiomer of (3). In U.S. Pat. No. 4,000,197, the synthesis of the iminic intermediate is carried out in benzene under refluxing conditions during 24 hours with formed water being simultaneously azeotroped off; the hydrogenation is carr...